This data is from the Open Reaction Database (ORD), a public repository of structured organic reaction records. The task is: describe an organic reaction: reactants, conditions, products, and yield Starting materials: CCOC(=O)c1cccc2nc(OC)n(Cc3ccc(-c4ccccc4C#N)cc3)c12, C[O-], CO, [Na+]. Yields the product COC(=O)c1cccc2nc(OC)n(Cc3ccc(-c4ccccc4C#N)cc3)c12. Reaction SMILES: [CH2:4]([CH3:5])[O:6][C:7](=[O:8])[c:9]1[cH:10][cH:11][cH:12][c:13]2[c:14]1[n:15]([CH2:20][c:21]1[cH:22][cH:23][c:24](-[c:27]3[c:28]([C:33]#[N:34])[cH:29][cH:30][cH:31][cH:32]3)[cH:25][cH:26]1)[c:16]([O:18][CH3:19])[n:17]2.[CH3:1][O-:2].[CH3:35][OH:36].[Na+:3]>>[CH3:4][O:6][C:7](=[O:8])[c:9]1[cH:10][cH:11][cH:12][c:13]2[c:14]1[n:15]([CH2:20][c:21]1[cH:22][cH:23][c:24](-[c:27]3[c:28]([C:33]#[N:34])[cH:29][cH:30][cH:31][cH:32]3)[cH:25][cH:26]1)[c:16]([O:18][CH3:19])[n:17]2. The reactants are CC1=C2N(C3=CC=CC=C13)C(CCC2)=O (8,9-dihydro-10-methylpyrido[1,2-a]indol-6(7H)-one), CC1=C(N=CN1C(C1=CC=CC=C1)(C1=CC=CC=C1)C1=CC=CC=C1)C=O (5-methyl-1-trityl-1H-imidazole-4-carbaldehyde), C(C)(C)NC(C)C (diisopropylamine), C(CCC)[Li] (n-butyllithium). The solvent is O1CCCC1 (tetrahydrofuran), O1CCCC1 (tetrahydrofuran), O1CCCC1 (tetrahydrofuran), CCCCCC (hexane), O (water). Run at time 20 minute. Yields the product OC(C1CCC=2N(C3=CC=CC=C3C2C)C1=O)C=1N=CN(C1C)C(C1=CC=CC=C1)(C1=CC=CC=C1)C1=CC=CC=C1 (8,9-dihydro-7-[(hydroxy)(5-methyl-1-trityl-1H-imidazol-4-yl)methyl]-10 -methylpyrido[1,2-a]indol-6(7H)-one). As a reaction SMILES: C(NC(C)C)(C)C.C([Li])CCC.[CH3:13][C:14]1[C:22]2[C:17](=[CH:18][CH:19]=[CH:20][CH:21]=2)[N:16]2[C:23](=[O:27])[CH2:24][CH2:25][CH2:26][C:15]=12.[CH3:28][C:29]1[N:33]([C:34]([C:47]2[CH:52]=[CH:51][CH:50]=[CH:49][CH:48]=2)([C:41]2[CH:46]=[CH:45][CH:44]=[CH:43][CH:42]=2)[C:35]2[CH:40]=[CH:39][CH:38]=[CH:37][CH:36]=2)[CH:32]=[N:31][C:30]=1[CH:53]=[O:54]>O1CCCC1.CCCCCC.O>[OH:54][CH:53]([C:30]1[N:31]=[CH:32][N:33]([C:34]([C:35]2[CH:40]=[CH:39][CH:38]=[CH:37][CH:36]=2)([C:41]2[CH:42]=[CH:43][CH:44]=[CH:45][CH:46]=2)[C:47]2[CH:52]=[CH:51][CH:50]=[CH:49][CH:48]=2)[C:29]=1[CH3:28])[CH:24]1[C:23](=[O:27])[N:16]2[C:17]3[C:22]([C:14]([CH3:13])=[C:15]2[CH2:26][CH2:25]1)=[CH:21][CH:20]=[CH:19][CH:18]=3. Procedure: To a solution of diisopropylamine (1.89 g) in tetrahydrofuran (30 ml) at -70° C. under a nitrogen atmosphere was added 1.64M n-butyllithium in hexane (11.5 ml). After being stirred at the same temperature for 20 minutes, the mixture was treated with a solution of 8,9-dihydro-10-methylpyrido[1,2-a]indol-6(7H)-one (3.39 g) in tetrahydrofuran (39 ml) over 15 minutes. The mixture was stirred at -70° C. for 30 minutes, and a solution of 5-methyl-1-trityl-1H-imidazole-4-carbaldehyde (6.0 g) in tetrahy... Starting materials: [O-]CC.[Na+] (sodium ethoxide), [H-].[Na+] (sodium hydride), CN(C=C(C(C)=O)C1=CC=CC=C1)C (4-dimethylamino-3-phenyl-3-buten-2-one), C(C(=O)OCC)(=O)OCC (diethyl oxalate), [O-]CC.[Na+] (sodium ethoxide). Solvent: C(C)(=O)OCC (Ethyl acetate), CCOCC (ether), C(C)O (ethanol), O (water), C(C)(=O)O (acetic acid), CCOCC (ether). Reaction conditions: time 2 hour. Product: CN(C=C(C(CC(C(=O)OCC)=O)=O)C1=CC=CC=C1)C (ethyl 6-dimethylamino-2,4-dioxo-5-phenyl-5-hexenoate). Reaction SMILES: [O-]CC.[Na+].[H-].[Na+].[CH3:7][N:8]([CH3:20])[CH:9]=[C:10]([C:14]1[CH:19]=[CH:18][CH:17]=[CH:16][CH:15]=1)[C:11](=[O:13])[CH3:12].[C:21](OCC)(=[O:27])[C:22]([O:24][CH2:25][CH3:26])=[O:23]>CCOCC.C(OCC)(=O)C.O.C(O)(=O)C.C(O)C>[CH3:20][N:8]([CH3:7])[CH:9]=[C:10]([C:14]1[CH:19]=[CH:18][CH:17]=[CH:16][CH:15]=1)[C:11](=[O:13])[CH2:12][C:21](=[O:27])[C:22]([O:24][CH2:25][CH3:26])=[O:23] |f:0.1,2.3|. Reported procedure: A suspension of sodium ethoxide was prepared by addition of ethanol (1.6 ml) to a stirred suspension of sodium hydride (1.3 g 50% dispersion, washed with petroleum spirit 40°-60° C.) in ether (50 ml) under nitrogen. A solution of 4-dimethylamino-3-phenyl-3-buten-2-one (4.8 g) and diethyl oxalate (5.2 ml) in ether (50 ml) was added to the stirred sodium ethoxide suspension at 5° to 10° C. and the resulting clear solution was stirred for 2 hours at room temperature, then cooled and treated with gl... The reactants are O=CO, CC1CN(c2ccc(Cl)c(Cl)c2)N=C1NC=O, O. Product: CC1CN(c2cccc(Cl)c2)N=C1NC=O. RXN SMILES: [CH:1]([OH:2])=[O:3].[Cl:4][c:5]1[cH:6][c:7]([N:12]2[N:13]=[C:14]([NH:18][CH:19]=[O:20])[CH:15]([CH3:17])[CH2:16]2)[cH:8][cH:9][c:10]1[Cl:11].[OH2:21]>>[Cl:4][c:5]1[cH:6][c:7]([N:12]2[N:13]=[C:14]([NH:18][CH:19]=[O:20])[CH:15]([CH3:17])[CH2:16]2)[cH:8][cH:9][cH:10]1.